This data is from the Open Reaction Database (ORD), a public repository of structured organic reaction records. The task is: describe an organic reaction: reactants, conditions, products, and yield The reactants are CC1=CC(=O)C(C)=C(C)C1=O, [Cl-], [Cl-], [Cl-], [Cl-], CC(Cl)Cl, Nc1cc[nH]n1, [Ti+4], c1ccncc1. Product: CC1=CC(=Nc2cc[nH]n2)C(C)=C(C)C1=O. RXN SMILES: [CH3:7][C:8]1=[C:13]([CH3:14])[C:12](=[O:15])[C:11]([CH3:16])=[CH:10][C:9]1=[O:17].[Cl-:28].[Cl-:29].[Cl-:30].[Cl-:31].[Cl:24][CH:25]([Cl:26])[CH3:27].[NH2:18][c:19]1[n:20][nH:21][cH:22][cH:23]1.[Ti+4:32].[cH:1]1[cH:2][cH:3][n:4][cH:5][cH:6]1>>[CH3:7][C:8]1=[C:13]([CH3:14])[C:12](=[O:15])[C:11]([CH3:16])=[CH:10][C:9]1=[N:18][c:19]1[n:20][nH:21][cH:22][cH:23]1. The reactants are O=C(CC)N1C(OC[C@H]1CC1=CC=CC=C1)=O ((R)-3-(1-oxopropyl)-4-(phenylmethyl)-2-oxazolidinone), C[C@H](C=O)CO[Si](C)(C)C(C)(C)C (2-(S)-methyl-3-t-butyldimethylsiloxypropanal). The product is O=C([C@@H]([C@@H]([C@H](CO[Si](C)(C)C(C)(C)C)C)O)C)N1C(OC[C@H]1CC1=CC=CC=C1)=O (3-(1-Oxo-2-(R)-methyl-3-(R)-hydroxy-4-(S)-methyl-5-t-butyldimethylsiloxypentyl)-4-(R)-(phenylmethyl)-2-oxazolidinone). Reaction SMILES: [O:1]=[C:2]([N:5]1[C@H:9]([CH2:10][C:11]2[CH:16]=[CH:15][CH:14]=[CH:13][CH:12]=2)[CH2:8][O:7][C:6]1=[O:17])[CH2:3][CH3:4].[CH3:18][C@@H:19]([CH2:22][O:23][Si:24]([C:27]([CH3:30])([CH3:29])[CH3:28])([CH3:26])[CH3:25])[CH:20]=[O:21]>>[O:1]=[C:2]([N:5]1[C@H:9]([CH2:10][C:11]2[CH:16]=[CH:15][CH:14]=[CH:13][CH:12]=2)[CH2:8][O:7][C:6]1=[O:17])[C@H:3]([CH3:4])[C@H:20]([OH:21])[C@@H:19]([CH3:18])[CH2:22][O:23][Si:24]([C:27]([CH3:29])([CH3:28])[CH3:30])([CH3:25])[CH3:26]. Reported procedure: This material is prepared from (R)-3-(1-oxopropyl)-4-(phenylmethyl)-2-oxazolidinone and 2-(S)-methyl-3-t-butyldimethylsiloxypropanal following the method of Evans and Gage, as described in Org. Syn., Vol. 68, 19xx, p. 83. Starting materials: C1(=CC=CC=C1)S(=O)(=O)N1C(=CC=2C1=NC(=CC2)OC)C(CC2CCCC2)O (1-(-benzenesulfonyl-6-methoxy-1H-pyrrolo[2,3-b]pyridin-2-yl]-2-cyclopentyl-ethanol), CC(=O)OI1(C=2C=CC=CC2C(=O)O1)(OC(=O)C)OC(=O)C (Dess-Martin periodinane). Run in ClCCl (dichloromethane). Run at temperature 25 celsius, time 1 hour. The product is C1(=CC=CC=C1)S(=O)(=O)N1C(=CC=2C1=NC(=CC2)OC)C(CC2CCCC2)=O (1-(-benzenesulfonyl-6-methoxy-1H-pyrrolo[2,3-b]pyridin-2-yl]-2-cyclopentyl-ethanone). Yield: 42.7%. As a reaction SMILES: [C:1]1([S:7]([N:10]2[C:14]3=[N:15][C:16]([O:19][CH3:20])=[CH:17][CH:18]=[C:13]3[CH:12]=[C:11]2[CH:21]([OH:28])[CH2:22][CH:23]2[CH2:27][CH2:26][CH2:25][CH2:24]2)(=[O:9])=[O:8])[CH:6]=[CH:5][CH:4]=[CH:3][CH:2]=1.CC(OI1(OC(C)=O)(OC(C)=O)OC(=O)C2C=CC=CC1=2)=O>ClCCl>[C:1]1([S:7]([N:10]2[C:14]3=[N:15][C:16]([O:19][CH3:20])=[CH:17][CH:18]=[C:13]3[CH:12]=[C:11]2[C:21](=[O:28])[CH2:22][CH:23]2[CH2:24][CH2:25][CH2:26][CH2:27]2)(=[O:8])=[O:9])[CH:2]=[CH:3][CH:4]=[CH:5][CH:6]=1. Procedure details: To a solution of 1-(-benzenesulfonyl-6-methoxy-1H-pyrrolo[2,3-b]pyridin-2-yl]-2-cyclopentyl-ethanol (1.39 g, 3.47 mmol) in dichloromethane (15 mL) was added Dess-Martin periodinane (5.15 g, 12.15 mmol) at 25° C. The reaction mixture was stirred at 25° C. for 1 h and then quenched with a saturated aqueous sodium bicarbonate solution (60 mL). The mixture was extracted with ethyl acetate (250 mL), washed with a saturated aqueous sodium bicarbonate solution (3×50 mL), brine, dried over anhydrous sod... The reactants are COC1=CC=C(C2=C1N=C(S2)N)N2CCOCC2 (4-methoxy-7-morpholin-4-yl-benzothiazol-2-ylamine), C12(CCC(CC1)O2)C(C(=O)Cl)C (2-(7-oxa-bicyclo[2.2.1]hept-1-yl)-propionyl chloride). Product: COC1=CC=C(C2=C1N=C(S2)NC(C(C)C21CCC(CC2)O1)=O)N1CCOCC1 ((rac)-N-(4-Methoxy-7-morpholin-4-yl-benzothiazol-2-yl)-2-(7-oxa-bicyclo[2.2.1]hept-1-yl)-propionamide), solid. The yield is 67.0%. RXN SMILES: [CH3:1][O:2][C:3]1[C:8]2[N:9]=[C:10]([NH2:12])[S:11][C:7]=2[C:6]([N:13]2[CH2:18][CH2:17][O:16][CH2:15][CH2:14]2)=[CH:5][CH:4]=1.[C:19]12([CH:26]([CH3:30])[C:27](Cl)=[O:28])[O:25][CH:22]([CH2:23][CH2:24]1)[CH2:21][CH2:20]2>>[CH3:1][O:2][C:3]1[C:8]2[N:9]=[C:10]([NH:12][C:27](=[O:28])[CH:26]([C:19]34[O:25][CH:22]([CH2:23][CH2:24]3)[CH2:21][CH2:20]4)[CH3:30])[S:11][C:7]=2[C:6]([N:13]2[CH2:18][CH2:17][O:16][CH2:15][CH2:14]2)=[CH:5][CH:4]=1. Procedure: Using 4-methoxy-7-morpholin-4-yl-benzothiazol-2-ylamine and 2-(7-oxa-bicyclo[2.2.1]hept-1-yl)-propionyl chloride, the title compound was obtained as white solid (67% yield). MS: m/e=418(M+H+), mp 195-197° C.